Dataset: the Open Reaction Database (ORD), a public repository of structured organic reaction records. Task: describe an organic reaction: reactants, conditions, products, and yield Reactants: NC1=CC=2N=CN=C(C2C=N1)SC (7-amino-4-methylthiopyrido[4,3-d]pyrimidine), Cl.NC1=CC=C(C=C1)C(F)(F)F (4-aminobenzotrifluoride hydrochloride), NC1=CC=C(C=C1)C(F)(F)F (4-aminobenzotrifluoride), NaHCO2. Run in CO.C(Cl)(Cl)Cl (MeOH CHCl3). Reaction conditions: temperature 180 celsius, time 2 minute. Product: NC1=CC=2N=CN=C(C2C=N1)NC1=CC=C(C=C1)C(F)(F)F (7-amino-4-(4-trifluoromethylanilino)pyrido[4,3-d]pyrimidine). The yield is 63.2%. RXN SMILES: [NH2:1][C:2]1[N:11]=[CH:10][C:9]2[C:8](SC)=[N:7][CH:6]=[N:5][C:4]=2[CH:3]=1.Cl.[NH2:15][C:16]1[CH:21]=[CH:20][C:19]([C:22]([F:25])([F:24])[F:23])=[CH:18][CH:17]=1.NC1C=CC(C(F)(F)F)=CC=1>CO.C(Cl)(Cl)Cl>[NH2:1][C:2]1[N:11]=[CH:10][C:9]2[C:8]([NH:15][C:16]3[CH:21]=[CH:20][C:19]([C:22]([F:23])([F:24])[F:25])=[CH:18][CH:17]=3)=[N:7][CH:6]=[N:5][C:4]=2[CH:3]=1 |f:1.2,4.5|. Procedure: A mixture of 7-amino-4-methylthiopyrido[4,3-d]pyrimidine (390 mg, 2.03 mmol), 4-aminobenzotrifluoride hydrochloride (0.40 g, 2.02 mmol) and 4-aminobenzotrifluoride (1.61 g, 10.0 mmol) is stirred at 180° C. for 2 min. The resulting product is neutralized with excess NaHCO2, dissolved in MeOH/CHCl3, dried onto alumina and chromatographed over alumina (4-7% MeOH/CH2Cl2) to give 7-amino-4-(4-trifluoromethylanilino)pyrido[4,3-d]pyrimidine (390 mg, 63%) as a cream solid. Analytically pure material was...